Dataset: the Open Reaction Database (ORD), a public repository of structured organic reaction records. Task: describe an organic reaction: reactants, conditions, products, and yield Reactants: CO, CCC(CC)c1ccc(Cl)c2nc(Nc3c(C)cc(Cl)cc3OC)n(CCO)c12, Cl, [Na+], [OH-], O. The product is CCC(CC)c1ccc(Cl)c2nc(Nc3c(C)cc(Cl)cc3OC)n(CC(=O)O)c12. RXN SMILES: [CH3:34][OH:35].[Cl:1][c:2]1[cH:3][cH:4][c:5]([CH:25]([CH2:26][CH3:27])[CH2:28][CH3:29])[c:6]2[n:7]([CH2:22][CH2:23][OH:24])[c:8]([NH:11][c:12]3[c:13]([O:20][CH3:21])[cH:14][c:15]([Cl:19])[cH:16][c:17]3[CH3:18])[n:9][c:10]12.[ClH:33].[Na+:31].[OH-:30].[OH2:32]>>[Cl:1][c:2]1[cH:3][cH:4][c:5]([CH:25]([CH2:26][CH3:27])[CH2:28][CH3:29])[c:6]2[n:7]([CH2:22][C:23](=[O:24])[OH:30])[c:8]([NH:11][c:12]3[c:13]([O:20][CH3:21])[cH:14][c:15]([Cl:19])[cH:16][c:17]3[CH3:18])[n:9][c:10]12. Starting materials: CCCC[N+](CCCC)(CCCC)CCCC.[F-] (TBAF), N(=[N+]=[N-])C[C@H](O[Si](C)(C)C(C)(C)C)C1=C2C=CC(NC2=C(C=C1)OCC1=CC=CC=C1)=O ((R)-5-[2-Azido-1-[(tert-butyldimethylsilyl)oxy]ethyl]-8-(benzyloxy)quinolin-2(1H)-one). Solvent: C1CCOC1 (THF). Product: Hexanes EtOAc, N(=[N+]=[N-])C[C@H](O)C1=C2C=CC(NC2=C(C=C1)OCC1=CC=CC=C1)=O ((R)-5-(2-Azido-1-hydroxyethyl)-8-(benzyloxy)quinolin-2(1H)-one). Isolated yield 91.9%. Reaction SMILES: CCCC[N+](CCCC)(CCCC)CCCC.[F-].[N:19]([CH2:22][C@@H:23]([C:32]1[CH:41]=[CH:40][C:39]([O:42][CH2:43][C:44]2[CH:49]=[CH:48][CH:47]=[CH:46][CH:45]=2)=[C:38]2[C:33]=1[CH:34]=[CH:35][C:36](=[O:50])[NH:37]2)[O:24][Si](C(C)(C)C)(C)C)=[N+:20]=[N-:21]>C1COCC1>[N:19]([CH2:22][C@@H:23]([C:32]1[CH:41]=[CH:40][C:39]([O:42][CH2:43][C:44]2[CH:49]=[CH:48][CH:47]=[CH:46][CH:45]=2)=[C:38]2[C:33]=1[CH:34]=[CH:35][C:36](=[O:50])[NH:37]2)[OH:24])=[N+:20]=[N-:21] |f:0.1|. Procedure: TBAF (1.0 M in THF, 0.443 mL, 0.443 mmol) was added to a stirring solution of Intermediate 1 (200 mg, 0.443 mmol) in THF (4 mL) at rt. The resulting mixture was stirred over night then concentrated. Chromatography (1:3, Hexanes/EtOAc) afforded the title compound (137 mg, 92%) as an off-white solid. ES/MS calcd. for C18H17N4O3+ 337.1. found m/z=337.2 (M+H)+. The reactants are NC=1C=CC2=C(C(=CC(O2)(CF)CF)C(=O)NCCC#N)C1 (6-amino-N-(2-cyanoethyl)-2,2-bis-(fluoromethyl)-2H-1-benzopyran-4-carboxamide), Cl (hydrochloric acid). The solvent is CO (methyl alcohol). The product is Cl.NC=1C=CC2=C(C(=CC(O2)(CF)CF)C(=O)NCCC#N)C1 (6-amino-N-(2-cyanoethyl)-2,2-bis(fluoromethyl)-2H-1-benzopyran-4-carboxamide hydrochloride). RXN SMILES: [NH2:1][C:2]1[CH:3]=[CH:4][C:5]2[O:10][C:9]([CH2:13][F:14])([CH2:11][F:12])[CH:8]=[C:7]([C:15]([NH:17][CH2:18][CH2:19][C:20]#[N:21])=[O:16])[C:6]=2[CH:22]=1.[ClH:23]>CO>[ClH:23].[NH2:1][C:2]1[CH:3]=[CH:4][C:5]2[O:10][C:9]([CH2:11][F:12])([CH2:13][F:14])[CH:8]=[C:7]([C:15]([NH:17][CH2:18][CH2:19][C:20]#[N:21])=[O:16])[C:6]=2[CH:22]=1 |f:3.4|. Reported procedure: To 0.34 g of 6-amino-N-(2-cyanoethyl)-2,2-bis-(fluoromethyl)-2H-1-benzopyran-4-carboxamide were added methyl alcohol and a small amount of concentrated hydrochloric acid. The mixture was condensed under reduced pressure to obtain 0.35 g of 6-amino-N-(2-cyanoethyl)-2,2-bis(fluoromethyl)-2H-1-benzopyran-4-carboxamide hydrochloride with a melting point of 202°-205° C.